Dataset: the Open Reaction Database (ORD), a public repository of structured organic reaction records. Task: describe an organic reaction: reactants, conditions, products, and yield Starting materials: N[C@@H](CC1=CC=C(C=C1)O)C(=O)N[C@H](CC1=CC=CC=C1)C(=O)NCC(=O)N[C@@H](CC1=CC=CC=C1)C(=O)NNC(=O)C (H-Tyr-(D)-Phe-Gly-Phe-NHNH-COCH3), Aminoacid, Cl (HCl), N([C@@H](CC1=CC=C(C=C1)O)C(=O)N[C@H](CCC(OC)=O)C(=O)NCC(=O)N[C@@H](CC1=CC=CC=C1)C(=O)NNC(=O)C)C(=O)OCC1=CC=CC=C1 (Z-Tyr-(D)-Glu(OMe)-Gly-Phe-NHNH-COCH3). Solvent: CO (MeOH). Yields the product N[C@@H](CC1=CC=C(C=C1)O)C(=O)N[C@H](CCC(OC)=O)C(=O)NCC(=O)N[C@@H](CC1=CC=CC=C1)C(=O)NNC(=O)C (H-Tyr-(D)-Glu(OCH3)-Gly-Phe-NHNH-COCH3). The yield is 86.1%. RXN SMILES: [NH:1](C(OCC1C=CC=CC=1)=O)[C@H:2]([C:11]([NH:13][C@@H:14]([C:21]([NH:23][CH2:24][C:25]([NH:27][C@H:28]([C:36]([NH:38][NH:39][C:40]([CH3:42])=[O:41])=[O:37])[CH2:29][C:30]1[CH:35]=[CH:34][CH:33]=[CH:32][CH:31]=1)=[O:26])=[O:22])[CH2:15][CH2:16][C:17](=[O:20])[O:18][CH3:19])=[O:12])[CH2:3][C:4]1[CH:9]=[CH:8][C:7]([OH:10])=[CH:6][CH:5]=1.N[C@H](C(N[C@@H](C(NCC(N[C@H](C(NNC(C)=O)=O)CC1C=CC=CC=1)=O)=O)CC1C=CC=CC=1)=O)CC1C=CC(O)=CC=1.Cl>CO>[NH2:1][C@H:2]([C:11]([NH:13][C@@H:14]([C:21]([NH:23][CH2:24][C:25]([NH:27][C@H:28]([C:36]([NH:38][NH:39][C:40]([CH3:42])=[O:41])=[O:37])[CH2:29][C:30]1[CH:31]=[CH:32][CH:33]=[CH:34][CH:35]=1)=[O:26])=[O:22])[CH2:15][CH2:16][C:17](=[O:20])[O:18][CH3:19])=[O:12])[CH2:3][C:4]1[CH:9]=[CH:8][C:7]([OH:10])=[CH:6][CH:5]=1. Procedure details: Using Z-Tyr-(D)-Glu(OMe)-Gly-Phe-NHNH-COCH3 (0.40 g), the desired compound (0.28 g) is obtained in a similar manner to (III) of Example 47, Rf2 =0.27, [α]D23 +17.5° (c=0.38, MeOH), Aminoacid analysis (hydrolized with HCl); Glu 0.95, Gly 1.00, Tyr 0.92, Phe 0.98. The reactants are ClC1=NC(=NC(=C1CCCl)C1=CC(=CC=C1)OC)N1CCOCC1 (4-[4-chloro-5-(2-chloroethyl)-6-(3-methoxyphenyl)-pyrimidin-2-yl]-morpholine), NC1=NC=CC=N1 (2-aminopyrimidine), COC=1C=C(C=CC1)C=1C2=C(N=C(N1)N1CCOCC1)N(CC2)C2=NC=CC=C2 (4-(3-methoxy-phenyl)-2-morpholin-4-yl-7-pyridin-2-yl-6,7-dihydro-5H-pyrrolo[2,3-d]pyrimidine). The product is N1(CCOCC1)C=1N=C(C2=C(N1)N(CC2)C2=NC=CC=C2)C=2C=C(C=CC2)O (3-(2-Morpholin-4-yl-7-pyridin-2-yl-6,7-dihydro-5H-pyrrolo[2,3-d]pyrimidin-4-yl)-phenol). Reaction SMILES: ClC1C(CCCl)=C(C2C=CC=C(OC)C=2)N=C(N2CCOCC2)N=1.NC1N=CC=CN=1.C[O:33][C:34]1[CH:35]=[C:36]([C:40]2[C:41]3[CH2:54][CH2:53][N:52]([C:55]4[CH:60]=[CH:59][CH:58]=[CH:57][N:56]=4)[C:42]=3[N:43]=[C:44]([N:46]3[CH2:51][CH2:50][O:49][CH2:48][CH2:47]3)[N:45]=2)[CH:37]=[CH:38][CH:39]=1>>[N:46]1([C:44]2[N:45]=[C:40]([C:36]3[CH:35]=[C:34]([OH:33])[CH:39]=[CH:38][CH:37]=3)[C:41]3[CH2:54][CH2:53][N:52]([C:55]4[CH:60]=[CH:59][CH:58]=[CH:57][N:56]=4)[C:42]=3[N:43]=2)[CH2:47][CH2:48][O:49][CH2:50][CH2:51]1. Procedure details: In the same manner as Example 1-A-01, from 4-[4-chloro-5-(2-chloroethyl)-6-(3-methoxyphenyl)-pyrimidin-2-yl]-morpholine and 2-aminopyrimidine, 4-(3-methoxy-phenyl)-2-morpholin-4-yl-7-pyridin-2-yl-6,7-dihydro-5H-pyrrolo[2,3-d]pyrimidine was obtained, and subsequently, further in the same manner as Example 1-A-09, the desired compound was obtained.